Task: describe an organic reaction: reactants, conditions, products, and yield. Dataset: the Open Reaction Database (ORD), a public repository of structured organic reaction records The reactants are COC(C(C)C1=CC(=C(C=C1)C[C@H]1[C@H](CCCC1)O)Cl)=O (methyl-2-[3-chloro-4-(cis-2-hydroxycyclohexane-1-yl methyl)phenyl]propionate), [OH-].[Na+] (sodium hydroxide). Solvent: CO (methanol). Product: ClC=1C=C(C=CC1C[C@H]1[C@H](CCCC1)O)C(C(=O)O)C (2-[3-chloro-4-(cis-2-hydroxycyclohexane-1-yl methyl)phenyl]propionic acid). Isolated yield 80.3%. Reaction SMILES: C[O:2][C:3](=[O:21])[CH:4]([C:6]1[CH:11]=[CH:10][C:9]([CH2:12][C@@H:13]2[CH2:18][CH2:17][CH2:16][CH2:15][C@@H:14]2[OH:19])=[C:8]([Cl:20])[CH:7]=1)[CH3:5].[OH-].[Na+]>CO>[Cl:20][C:8]1[CH:7]=[C:6]([CH:4]([CH3:5])[C:3]([OH:21])=[O:2])[CH:11]=[CH:10][C:9]=1[CH2:12][C@@H:13]1[CH2:18][CH2:17][CH2:16][CH2:15][C@@H:14]1[OH:19] |f:1.2|. Procedure: 3 g of methyl-2-[3-chloro-4-(cis-2-hydroxycyclohexane-1-yl methyl)phenyl]propionate was incorporated with 80 ml of an aqueous methanol containing 1.2 g of sodium hydroxide and then refluxed under heat for two hours. After the end of the reaction, the reaction mixture was treated to remove the solvent therefrom at a reduced pressure, incorporated with 50 ml of water and washed with 50 ml of ethyl acetate, after which the aqueous layer was adjusted to a pH of 2 with conc. hydrochloric acid, extrac... Reactants: CO, COC(=O)c1cc(N)c2c(c1N)C(=O)c1ccccc1C2=O, NC=O, [Cl-], [NH4+], [Na+], N#C[Na], [OH-], O. Product: COC(=O)c1c(N)c2c(c(N)c1C#N)C(=O)c1ccccc1C2=O. Reaction SMILES: [CH3:34][OH:35].[CH3:4][O:5][C:6](=[O:7])[c:8]1[c:9]([NH2:25])[c:10]2[c:19]([c:20]([NH2:22])[cH:21]1)[C:18](=[O:23])[c:17]1[c:12]([cH:13][cH:14][cH:15][cH:16]1)[C:11]2=[O:24].[CH:1](=[O:2])[NH2:3].[Cl-:29].[NH4+:30].[Na+:32].[Na:26][C:27]#[N:28].[OH-:31].[OH2:33]>>[C:1](#[N:3])[c:21]1[c:8]([C:6]([O:5][CH3:4])=[O:7])[c:9]([NH2:25])[c:10]2[c:19]([c:20]1[NH2:22])[C:18](=[O:23])[c:17]1[c:12]([cH:13][cH:14][cH:15][cH:16]1)[C:11]2=[O:24]. Reactants: O=C1C(CCS(C2=C1C=CC=C2)(=O)=O)C(=O)OC (methyl 2,3,4,5-tetrahydro-5-oxo-1-benzothiepin-4-carboxylate 1,1-dioxide), NC1=NOC(=C1)C (3-amino-5-methylisoxazole), C1(=CC=CC=C1)C (toluene), 4A. Solvent: CCOCC (ether). Yields the product OC1=C(CCS(C2=C1C=CC=C2)(=O)=O)C(=O)NC2=NOC(=C2)C (2,3-Dihydro-5-hydroxy-N-(5-methylisoxazol-3-yl)-1-benzothiepin-4-carboxamide 1,1-Dioxide). The yield is 53.8%. Reaction SMILES: [O:1]=[C:2]1[C:8]2[CH:9]=[CH:10][CH:11]=[CH:12][C:7]=2[S:6](=[O:14])(=[O:13])[CH2:5][CH2:4][CH:3]1[C:15]([O:17]C)=O.[NH2:19][C:20]1[CH:24]=[C:23]([CH3:25])[O:22][N:21]=1.C1(C)C=CC=CC=1>CCOCC>[OH:1][C:2]1[C:8]2[CH:9]=[CH:10][CH:11]=[CH:12][C:7]=2[S:6](=[O:13])(=[O:14])[CH2:5][CH2:4][C:3]=1[C:15]([NH:19][C:20]1[CH:24]=[C:23]([CH3:25])[O:22][N:21]=1)=[O:17]. Procedure: A mixture of 17 g (0.05 mol) of crude methyl 2,3,4,5-tetrahydro-5-oxo-1-benzothiepin-4-carboxylate 1,1-dioxide, 6.0 g (0.061 mol) of 3-amino-5-methylisoxazole, and 350 ml of toluene was refluxed for 24 hours in a Soxhlet apparatus the thimble of which contained 20 g of Linde type 4A molecular sieve. The mixture was diluted with 500 ml of ether and the resulting precipitate (10 g) was collected and recrystallized from 400 ml of tetrahydrofuran to give 9.0 g of product mp 226°-228°. Recrystallizat... Reported procedure: As described in Example 1, 4.3 g of 6,7-dichloro-1-ethyl-4-oxo-1,4-dihydro-3-quinoline-carboxylic acid and 10.6 g of 1-(β-hydroxyethyl)-piperazine in 45 cm3 of DMSO (dimethylsulphoxide) were heated for 3 hours at 110° C. After evaporation of the solvent under a good vacuum, the viscous residue was taken up in 20 cm3 of isopropanol; the mixture was stirred and heated under reflux for 20 minutes. After standing for one night at 4° C., the solid was filtered off, washed with ethanol and recrystalli... The reactants are ClC=1C=C2C(C(=CN(C2=CC1Cl)CC)C(=O)O)=O (6,7-dichloro-1-ethyl-4-oxo-1,4-dihydro-3-quinoline-carboxylic acid), OCCN1CCNCC1 (1-(β-hydroxyethyl)-piperazine). Run in CS(=O)C (DMSO). The product is ClC=1C=C2C(C(=CN(C2=CC1N1CCN(CC1)CCO)CC)C(=O)O)=O (6-chloro-1-ethyl-7-[4-(β-hydroxyethyl)-piperazinyl]-4-oxo-1,4-dihydro-quinoline-3-carboxylic acid). Reaction conditions: temperature 110 celsius. Isolated yield 61.3%. RXN SMILES: [Cl:1][C:2]1[CH:3]=[C:4]2[C:9](=[CH:10][C:11]=1Cl)[N:8]([CH2:13][CH3:14])[CH:7]=[C:6]([C:15]([OH:17])=[O:16])[C:5]2=[O:18].[OH:19][CH2:20][CH2:21][N:22]1[CH2:27][CH2:26][NH:25][CH2:24][CH2:23]1>CS(C)=O>[Cl:1][C:2]1[CH:3]=[C:4]2[C:9](=[CH:10][C:11]=1[N:25]1[CH2:26][CH2:27][N:22]([CH2:21][CH2:20][OH:19])[CH2:23][CH2:24]1)[N:8]([CH2:13][CH3:14])[CH:7]=[C:6]([C:15]([OH:17])=[O:16])[C:5]2=[O:18]. Starting materials: C1(=CC=CC=C1)C=NN1C(NCC1)=O (1-[(phenyl methylene)amino]-2-imidazolidinone), [H-].[Na+] (NaH), CN(C)CCCCl (dimethylaminopropyl chloride). Solvent: CN(C=O)C (dimethylformamide), CN(C=O)C (dimethylformamide). Reaction conditions: time 15 minute. Product: CN(CCCN1C(N(CC1)N=CC1=CC=CC=C1)=O)C (3-[3-(dimethylamino)propyl]-1-[(phenylmethylene)amino]-2-imidazolidinone). Isolated yield 35.0%. Reaction SMILES: [C:1]1([CH:7]=[N:8][N:9]2[CH2:13][CH2:12][NH:11][C:10]2=[O:14])[CH:6]=[CH:5][CH:4]=[CH:3][CH:2]=1.[H-].[Na+].[CH3:17][N:18]([CH2:20][CH2:21][CH2:22]Cl)[CH3:19]>CN(C)C=O>[CH3:17][N:18]([CH3:19])[CH2:20][CH2:21][CH2:22][N:11]1[CH2:12][CH2:13][N:9]([N:8]=[CH:7][C:1]2[CH:2]=[CH:3][CH:4]=[CH:5][CH:6]=2)[C:10]1=[O:14] |f:1.2|. Procedure details: A near solution of 9.46 g (0.050 mole) of 1-[(phenyl methylene)amino]-2-imidazolidinone in 125 ml of dimethylformamide is treated portionwise with 2.0 g (0.050 mole) of NaH (60% dispersion in mineral oil) with the temperature rising to 30° C. The reaction is stirred at ambient temperature for 15 minutes with a solid forming. A 100 ml portion of dimethylformamide is added, to aid in stirring, and the mixture is stirred at 80° to 90° C. for 30 minutes. The mixture is cooled to ambient temperature ... Procedure: In a manner analogous to that given in Example 7 (b), from the benzylamine salt of [(N-benzyloxycarbonyl-L-alanyl-L-phenylalanyl)amino]-methylphosphonic acid there was obtained (L-alanyl-L-phenylalanylamino)-methylphosphonic acid of melting point 278°-280° C (decomposition); [α]D20 = +8.6° (c = 0.54% in 1-N sodium hydroxide). Reactants: Example 7 ( b ), C(C1=CC=CC=C1)N (benzylamine), C(C1=CC=CC=C1)OC(=O)N[C@@H](C)C(=O)N[C@@H](CC1=CC=CC=C1)C(=O)NOP(O)(=O)C ([(N-benzyloxycarbonyl-L-alanyl-L-phenylalanyl)amino]-methylphosphonic acid). As a reaction SMILES: C(N)C1C=CC=CC=1.C(OC([NH:19][C@H:20]([C:22]([NH:24][C@H:25]([C:33]([NH:35][O:36][P:37]([CH3:40])(=[O:39])[OH:38])=[O:34])[CH2:26][C:27]1[CH:32]=[CH:31][CH:30]=[CH:29][CH:28]=1)=[O:23])[CH3:21])=O)C1C=CC=CC=1>>[NH2:19][C@H:20]([C:22]([NH:24][C@H:25]([C:33]([NH:35][O:36][P:37]([CH3:40])(=[O:38])[OH:39])=[O:34])[CH2:26][C:27]1[CH:32]=[CH:31][CH:30]=[CH:29][CH:28]=1)=[O:23])[CH3:21]. Yields the product N[C@@H](C)C(=O)N[C@@H](CC1=CC=CC=C1)C(=O)NOP(O)(=O)C ((L-alanyl-L-phenylalanylamino)-methylphosphonic acid). The solvent is C(C)OCC (diethyl ether). RXN SMILES: [N+:1]([C:4]1[CH:5]=[C:6]([CH:23]=[CH:24][CH:25]=1)[CH2:7][N:8]1[C:14](=[O:15])[CH:13]2[CH2:16][CH2:17][CH2:18][C:12]2=[N:11][C:10]2[CH:19]=[CH:20][CH:21]=[CH:22][C:9]1=2)([O-:3])=[O:2]>C(OCC)C>[N+:1]([C:4]1[CH:5]=[C:6]([CH:23]=[CH:24][CH:25]=1)[CH2:7][N:8]1[C:14](=[O:15])[C@H:13]2[CH2:16][CH2:17][CH2:18][C@H:12]2[NH:11][C:10]2[CH:19]=[CH:20][CH:21]=[CH:22][C:9]1=2)([O-:3])=[O:2]. Isolated yield 86.0%. Reactants: [N+](=O)([O-])C=1C=C(CN2C3=C(N=C4C(C2=O)CCC4)C=CC=C3)C=CC1 (9-(3-nitrobenzyl)-2,3,9,10a-tetrahydrobenzo-[b]cyclopenta[e][1,4]diazepin-10(1H)-one). Yields the product [N+](=O)([O-])C=1C=C(CN2C3=C(N[C@H]4[C@@H](C2=O)CCC4)C=CC=C3)C=CC1 ((3aR*,10aS*)-9-(3-Nitrobenzyl)-2,3,3a,4,9,10a-hexahydrobenzo[b]cyclopenta[e][1,4]diazepin-10(1H)-one). Reported procedure: Using 9-(3-nitrobenzyl)-2,3,9,10a-tetrahydrobenzo-[b]cyclopenta[e][1,4]diazepin-10(1H)-one, the title compound was synthesized in otherwise the same manner as Reference Example 4. Yield 86%, m.p. 169°-171° C. (diethyl ether). The product is Nc1ccc(Nc2ccccc2)cc1. As a reaction SMILES: [CH2:20]1[O:21][CH2:22][CH2:23][CH2:24]1.[Cl-:1].[N+:3]([O-:4])(=[O:5])[c:6]1[cH:7][cH:8][c:9]([NH:12][c:13]2[cH:14][cH:15][cH:16][cH:17][cH:18]2)[cH:10][cH:11]1.[NH4+:2].[OH2:19].[Zn:25]>>[NH2:3][c:6]1[cH:7][cH:8][c:9]([NH:12][c:13]2[cH:14][cH:15][cH:16][cH:17][cH:18]2)[cH:10][cH:11]1. Reactants: C1CCOC1, [Cl-], O=[N+]([O-])c1ccc(Nc2ccccc2)cc1, [NH4+], O, [Zn].